Dataset: the Open Reaction Database (ORD), a public repository of structured organic reaction records. Task: describe an organic reaction: reactants, conditions, products, and yield Reactants: C1(CCCCC1)COC1=C(C=C(C(=O)O)C=C1)CCC (4-(cyclohexylmethyloxy)-3-propylbenzoic acid), C(C(=O)Cl)(=O)Cl (oxalyl chloride), NC1=CC=NC=C1 (4-aminopyridine). Run in (CH2Cl)2, CN(C)C=O (DMF), CCOC(=O)C (EtOAc). Run at temperature 50 celsius, time 2 hour. The product is N1=CC=C(C=C1)NC(C1=CC(=C(C=C1)OCC1CCCCC1)CCC)=O (N-(4-pyridyl)-3-propyl-4-(cyclohexylmethyloxy)benzamide). RXN SMILES: [CH:1]1([CH2:7][O:8][C:9]2[CH:17]=[CH:16][C:12]([C:13]([OH:15])=O)=[CH:11][C:10]=2[CH2:18][CH2:19][CH3:20])[CH2:6][CH2:5][CH2:4][CH2:3][CH2:2]1.C(Cl)(=O)C(Cl)=O.[NH2:27][C:28]1[CH:33]=[CH:32][N:31]=[CH:30][CH:29]=1>CN(C=O)C.CCOC(C)=O>[N:31]1[CH:32]=[CH:33][C:28]([NH:27][C:13](=[O:15])[C:12]2[CH:16]=[CH:17][C:9]([O:8][CH2:7][CH:1]3[CH2:2][CH2:3][CH2:4][CH2:5][CH2:6]3)=[C:10]([CH2:18][CH2:19][CH3:20])[CH:11]=2)=[CH:29][CH:30]=1. Procedure: To a solution of 22-6 (770 mg, 2.78 mmol) in 10 mL of (CH2Cl)2 and 0.05 mL of DMF was added 0.26 mL (3.05 mmol) of oxalyl chloride. The resulting solution was heated at 50° C. for 30 min, cooled to 0° C. and treated with 1.20 g (13.8 mmol) of 4-aminopyridine. Stirring was continued for 2 h before the heterogeneous mixture was diluted with 50 mL of EtOAc and quenched with 25 mL of 5% Na2CO3. The organic extract was washed with sat'd NH4Cl (3×50 mL), water (2×25 mL), brine (25 mL) and dried over M... The reactants are BrN1C(CCC1=O)=O (N-Bromosuccinimide), S1C(=CC=C1)C1CCN(CC1)C(=O)OC(C)(C)C (tert-butyl 4-(thiophen-2-yl)piperidine-1-carboxylate), C(=O)(O)[O-].[Na+] (NaHCO3). The solvent is CC#N (MeCN). Run at time 30 minute. The product is BrC1=CC=C(S1)C1CCN(CC1)C(=O)OC(C)(C)C (tert-Butyl 4-(5-bromothiophen-2-yl)piperidine-1-carboxylate). Isolated yield 23.1%. RXN SMILES: [Br:1]N1C(=O)CCC1=O.[S:9]1[CH:13]=[CH:12][CH:11]=[C:10]1[CH:14]1[CH2:19][CH2:18][N:17]([C:20]([O:22][C:23]([CH3:26])([CH3:25])[CH3:24])=[O:21])[CH2:16][CH2:15]1.C([O-])(O)=O.[Na+]>CC#N>[Br:1][C:13]1[S:9][C:10]([CH:14]2[CH2:15][CH2:16][N:17]([C:20]([O:22][C:23]([CH3:26])([CH3:25])[CH3:24])=[O:21])[CH2:18][CH2:19]2)=[CH:11][CH:12]=1 |f:2.3|. Procedure details: N-Bromosuccinimide (4.9 g, 28.08 mmol) was added in portions to a solution of tert-butyl 4-(thiophen-2-yl)piperidine-1-carboxylate (5.0 g, 18.72 mmol) in MeCN at −10° C. The reaction mixture was stirred for 30 minutes and treated with sat. aq. NaHCO3 solution. The mixture was extracted with CH2Cl2 and the organics washed with water and brine solution, dried (Na2SO4), filtered, and evaporated to obtain crude product. Purification by silica gel chromatography (2% EtOAc/pet ether) yielded tert-Buty... Reactants: C(N)(OC(C)(C)C)=O (t-Butyl carbamate), COC(=O)C1=CC=C(C=C1)C1(CC1)NC(=O)C1CC2(CC2)CCN1C(=O)OC(C)(C)C (tert-butyl 5-((1-(4-(methoxycarbonyl)phenyl)cyclopropyl)carbamoyl)-6-azaspiro[2.5]octane-6-carboxylate). Yields the product C1CC12CC(NCC2)C(=O)NC2(CC2)C2=CC=C(C(=O)OC)C=C2 (methyl 4-(1-(6-azaspiro[2.5]octane-5-carboxamido)cyclopropyl)benzoate). Yield: 103.5%. As a reaction SMILES: C(=O)(OC(C)(C)C)N.[CH3:9][O:10][C:11]([C:13]1[CH:18]=[CH:17][C:16]([C:19]2([NH:22][C:23]([CH:25]3[N:32](C(OC(C)(C)C)=O)[CH2:31][CH2:30][C:27]4([CH2:29][CH2:28]4)[CH2:26]3)=[O:24])[CH2:21][CH2:20]2)=[CH:15][CH:14]=1)=[O:12]>>[CH2:28]1[C:27]2([CH2:30][CH2:31][NH:32][CH:25]([C:23]([NH:22][C:19]3([C:16]4[CH:17]=[CH:18][C:13]([C:11]([O:10][CH3:9])=[O:12])=[CH:14][CH:15]=4)[CH2:20][CH2:21]3)=[O:24])[CH2:26]2)[CH2:29]1. Reported procedure: The title compound (D88) (230 mg) was prepared according to the general procedure for t-Butyl carbamate (Boc) cleavage starting from tert-butyl 5-((1-(4-(methoxycarbonyl)phenyl)cyclopropyl)carbamoyl)-6-azaspiro[2.5]octane-6-carboxylate (racemic mixture) (D54) (290 mg). Reactants: NOCc1ccccc1, CCN=C=NCCCN(C)C, CN1CCOCC1, COC(=O)c1nc(C(CCCC2CCCCC2)CC(=O)O)oc1C, Cl, O, On1nnc2ccccc21. Product: COC(=O)c1nc(C(CCCC2CCCCC2)CC(=O)NOCc2ccccc2)oc1C. Reaction SMILES: [CH2:55]([c:56]1[cH:57][cH:58][cH:59][cH:60][cH:61]1)[O:62][NH2:63].[CH3:37][N:38]([CH3:39])[CH2:40][CH2:41][CH2:42][N:43]=[C:44]=[N:45][CH2:46][CH3:47].[CH3:48][N:49]1[CH2:50][CH2:51][O:52][CH2:53][CH2:54]1.[CH:1]1([CH2:7][CH2:8][CH2:9][CH:10]([CH2:11][C:12](=[O:13])[OH:14])[c:15]2[o:16][c:17]([CH3:24])[c:18]([C:20](=[O:21])[O:22][CH3:23])[n:19]2)[CH2:2][CH2:3][CH2:4][CH2:5][CH2:6]1.[ClH:36].[OH2:25].[OH:26][n:27]1[c:28]2[cH:29][cH:30][cH:31][cH:32][c:33]2[n:34][n:35]1>>[CH:1]1([CH2:7][CH2:8][CH2:9][CH:10]([CH2:11][C:12](=[O:14])[NH:63][O:62][CH2:55][c:56]2[cH:57][cH:58][cH:59][cH:60][cH:61]2)[c:15]2[o:16][c:17]([CH3:24])[c:18]([C:20](=[O:21])[O:22][CH3:23])[n:19]2)[CH2:2][CH2:3][CH2:4][CH2:5][CH2:6]1. Starting materials: CN(CCN1C(NC2=C1C=CC(=C2)OC)=O)C (1,3-dihydro-1-(2-dimethylaminoethyl)-5-methoxy-2H-benzimidazol-2-one), C([O-])([O-])=O.[Ca+2] (calcium carbonate), [Br-].[Br-].[Br-].C(C1=CC=CC=C1)[N+](C)(C)C.C(C1=CC=CC=C1)[N+](C)(C)C.C(C1=CC=CC=C1)[N+](C)(C)C (benzyltrimethylammonium tribromide). Run in CO (methanol), ClCCl (dichloromethane). Run at time 16 hour. Product: BrC=1C(=CC2=C(N(C(N2)=O)CCN(C)C)C1)OC (6-bromo-1,3-dihydro-1-(2-dimethylaminoethyl)-5-methoxy-2H-benzimidazol-2-one). Isolated yield 157.0%. Reaction SMILES: [CH3:1][N:2]([CH3:17])[CH2:3][CH2:4][N:5]1[C:9]2[CH:10]=[CH:11][C:12]([O:14][CH3:15])=[CH:13][C:8]=2[NH:7][C:6]1=[O:16].C(=O)([O-])[O-].[Ca+2].[Br-:23].[Br-].[Br-].C([N+](C)(C)C)C1C=CC=CC=1.C([N+](C)(C)C)C1C=CC=CC=1.C([N+](C)(C)C)C1C=CC=CC=1>CO.ClCCl>[Br:23][C:11]1[C:12]([O:14][CH3:15])=[CH:13][C:8]2[NH:7][C:6](=[O:16])[N:5]([CH2:4][CH2:3][N:2]([CH3:1])[CH3:17])[C:9]=2[CH:10]=1 |f:1.2,3.4.5.6.7.8|. Procedure: To a solution of 1,3-dihydro-1-(2-dimethylaminoethyl)-5-methoxy-2H-benzimidazol-2-one (0.28 g) in methanol (10 ml) and dichloromethane (15 ml) were added calcium carbonate (0.25 g) and benzyltrimethylammonium tribromide (0.49 g). The reaction mixture was stirred at room temperature for 16 hours and the insoluble matter was filtered off. The solvent was then distilled off under reduced pressure and the residue was diluted with 1N aqueous sodium hydroxide solution and extracted with ethyl acetate.... The reactants are OC1=C(C=CC=C1)CCNS(=O)(=O)C1=CC=C(C=C1)C (N-[2-(2-Hydroxyphenyl)ethyl]-4-methylbenzenesulfonamide), N1(CCCCC1)CCO (2-piperidin-1-ylethanol), FC1=CC=C(OC2=CC=C(C=C2)S(=O)(=O)N2C(C3=CC=C(C=C3CC2)OCCCN2CCN(CC2)C)C(=O)OC)C=C1 (Methyl 2-[4-(4-fluorophenoxy)benzenesulfonyl]-6-[3-(4-methylpiperazin-1-yl)propoxy]-1,2,3,4-tetrahydroisoquinoline-1-carboxylate). Yields the product CC1=CC=C(C=C1)S(=O)(=O)NCCC1=C(C=CC=C1)OCCN1CCCCC1 (4-Methyl-N-{2-[2-(2-piperidin-1-yiethoxy)phenyl]ethyl}benzenesulfonamide). Isolated yield 69.0%. RXN SMILES: [OH:1][C:2]1[CH:7]=[CH:6][CH:5]=[CH:4][C:3]=1[CH2:8][CH2:9][NH:10][S:11]([C:14]1[CH:19]=[CH:18][C:17]([CH3:20])=[CH:16][CH:15]=1)(=[O:13])=[O:12].[N:21]1([CH2:27][CH2:28]O)[CH2:26][CH2:25][CH2:24][CH2:23][CH2:22]1.FC1C=CC(OC2C=CC(S(N3CCC4C(=CC=C(OCCCN5CCN(C)CC5)C=4)C3C(OC)=O)(=O)=O)=CC=2)=CC=1>>[CH3:20][C:17]1[CH:16]=[CH:15][C:14]([S:11]([NH:10][CH2:9][CH2:8][C:3]2[CH:4]=[CH:5][CH:6]=[CH:7][C:2]=2[O:1][CH2:28][CH2:27][N:21]2[CH2:26][CH2:25][CH2:24][CH2:23][CH2:22]2)(=[O:13])=[O:12])=[CH:19][CH:18]=1. Reported procedure: N-[2-(2-Hydroxyphenyl)ethyl]-4-methylbenzenesulfonamide is reacted with 2-piperidin-1-ylethanol by the method described under 3C. Yield 69%.